Dataset: the Open Reaction Database (ORD), a public repository of structured organic reaction records. Task: describe an organic reaction: reactants, conditions, products, and yield Starting materials: C1(CC1)S(=O)[O-].[Br-].[Mg+2] (magnesium bromide cyclopropanesulfinate), CS(=O)C (dimethyl sulfoxide), ClC1=C(C(=O)O)C=CC(=N1)C(F)(F)F (2-chloro-6-(trifluoromethyl)nicotinic acid), [OH-].[Na+] (NaOH). Reagents/catalysts: [Cu]I (CuI). Solvent: O (water). Reaction conditions: temperature 120 celsius. Product: C1(CC1)S(=O)(=O)C1=C(C(=O)O)C=CC(=N1)C(F)(F)F (2-(cyclopropylsulfonyl)-6-(trifluoromethyl)nicotinic acid). As a reaction SMILES: [CH:1]1([S:4]([O-:6])=[O:5])[CH2:3][CH2:2]1.[Br-].[Mg+2].Cl[C:10]1[N:18]=[C:17]([C:19]([F:22])([F:21])[F:20])[CH:16]=[CH:15][C:11]=1[C:12]([OH:14])=[O:13].[OH-].[Na+].CS(C)=O>[Cu]I.O>[CH:1]1([S:4]([C:10]2[N:18]=[C:17]([C:19]([F:22])([F:20])[F:21])[CH:16]=[CH:15][C:11]=2[C:12]([OH:14])=[O:13])(=[O:6])=[O:5])[CH2:3][CH2:2]1 |f:0.1.2,4.5|. Procedure details: To a 100 ml round bottom flask was loaded magnesium bromide cyclopropanesulfinate (928 mg, 4.43 mmol), 2-chloro-6-(trifluoromethyl)nicotinic acid (250 mg, 1.11 mmol), CuI (844 mg, 4.43 mmol), NaOH (44.3 mg, 1.11 mmol), 20 ml dimethyl sulfoxide and 4 ml water. The resulting reaction mixture was flushed with nitrogen gas and heated at 120° C. for 18 hr. After cooling down to room temperature, the reaction mixture was diluted with 60 ml ethyl acetate and 60 ml water. It was filtered through a pad o... The reactants are C1(CCCCC1)CON1C(C=2C(C1=O)=CC=CC2)=O (N-Cyclohexylmethoxyphthalimide), COC(C1=C(C=C(C=C1)C=O)C1=C(C=CC=C1)C)=O (4-Formyl-2-(2-methylphenyl)benzoic acid methyl ester), alcohol. Product: COC(C=1C(C(C=CC1)=CNOCC1CCCCC1)C1=C(C=CC=C1)C)=O (N-(Cyclohexylmethyloxy)aminomethylidene-2-(2-methylphenyl)benzoic acid methyl ester). Reaction SMILES: [CH:1]1([CH2:7][O:8][N:9]2C(=O)C3=CC=CC=C3[C:10]2=O)[CH2:6][CH2:5][CH2:4][CH2:3][CH2:2]1.[CH3:20][O:21][C:22](=[O:38])[C:23]1[CH:28]=[CH:27][C:26](C=O)=[CH:25][C:24]=1[C:31]1[CH:36]=[CH:35][CH:34]=[CH:33][C:32]=1[CH3:37]>>[CH3:20][O:21][C:22](=[O:38])[C:23]1[CH:24]([C:31]2[CH:36]=[CH:35][CH:34]=[CH:33][C:32]=2[CH3:37])[C:25](=[CH:10][NH:9][O:8][CH2:7][CH:1]2[CH2:6][CH2:5][CH2:4][CH2:3][CH2:2]2)[CH:26]=[CH:27][CH:28]=1. Reported procedure: The desired product was prepared using the method described in Example 1176B starting with the compound from Example 1185A and N-[4-Formyl-2-(2-methylphenyl)benzoic acid methyl ester, prepared using the method of Example 403G and starting with the alcohol prepared in Example 1178C. Starting materials: CC(C)(C)[O-], CI, CCOC(C)=O, CCCCCCC, O=C1c2cc(OCCCF)ccc2CC12CCC(O)CC2, [K+], C1CCOC1. Yields the product COC1CCC2(CC1)Cc1ccc(OCCCF)cc1C2=O. RXN SMILES: [CH3:22][C:23]([CH3:24])([O-:25])[CH3:26].[CH3:28][I:29].[CH3:30][CH2:31][O:32][C:33]([CH3:34])=[O:35].[CH3:41][CH2:42][CH2:43][CH2:44][CH2:45][CH2:46][CH3:47].[F:1][CH2:2][CH2:3][CH2:4][O:5][c:6]1[cH:7][cH:8][c:9]2[c:19]([cH:20]1)[C:18](=[O:21])[C:11]1([CH2:10]2)[CH2:12][CH2:13][CH:14]([OH:17])[CH2:15][CH2:16]1.[K+:27].[O:36]1[CH2:37][CH2:38][CH2:39][CH2:40]1>>[F:1][CH2:2][CH2:3][CH2:4][O:5][c:6]1[cH:7][cH:8][c:9]2[c:19]([cH:20]1)[C:18](=[O:21])[C:11]1([CH2:10]2)[CH2:12][CH2:13][CH:14]([O:17][CH3:22])[CH2:15][CH2:16]1. The reactants are C(CCC)NC(C[C@@H]([C@H](CC1CCCCC1)NC(OC(C)(C)C)=O)O)=O (tert-butyl (2S,3S)-5-(butylamino)-1-cyclohexyl-3-hydroxy-5-oxopentan-2-ylcarbamate). Run in Cl (HCl), O1CCOCC1 (dioxane). Run at time 4 hour. The product is N[C@H]([C@H](CC(=O)NCCCC)O)CC1CCCCC1 ((3S,4S)-4-Amino-N-butyl-5-cyclohexyl-3-hydroxypentanamide). Isolated yield 93.8%. RXN SMILES: [CH2:1]([NH:5][C:6](=[O:26])[CH2:7][C@H:8]([OH:25])[C@@H:9]([NH:17]C(=O)OC(C)(C)C)[CH2:10][CH:11]1[CH2:16][CH2:15][CH2:14][CH2:13][CH2:12]1)[CH2:2][CH2:3][CH3:4]>Cl.O1CCOCC1>[NH2:17][C@@H:9]([CH2:10][CH:11]1[CH2:12][CH2:13][CH2:14][CH2:15][CH2:16]1)[C@@H:8]([OH:25])[CH2:7][C:6]([NH:5][CH2:1][CH2:2][CH2:3][CH3:4])=[O:26]. Procedure details: tert-butyl (2S,3S)-5-(butylamino)-1-cyclohexyl-3-hydroxy-5-oxopentan-2-ylcarbamate (394 mg, 1.1 mmol) was dissolved in 4M HCl in dioxane (5 mL, 200 mmol and stirred at rt for 4 h. Removal of the solvent left a sticky solid (344 mg). This material was taken up in 10% aq K2CO3 (20 mL) and extracted with CH2Cl2 (4×30 mL). The combined CH2Cl2 extracts were dried over MgSO4 and concentrated to afford (3S,4S)-4-Amino-N-butyl-5-cyclohexyl-3-hydroxypentanamide (279 mg, 97%). Starting materials: FC=1C=C(OC2=CC(=NC=C2)N(C(OC2=CC=CC=C2)=O)C(=O)OC2=CC=CC=C2)C=CC1NC(=O)C1(CC1)C(NC1=CC=C(C=C1)F)=O (phenyl N-[4-(3-fluoro-4-{[1-(4-fluorophenylcarbamoyl)cyclopropanecarbonyl]amino}phenoxy)pyridin-2-yl]-N-phenoxycarbonylcarbamate), CN1CCN(CC1)C1CCNCC1 (1-methyl-4-(piperidin-4-yl)piperazine). The solvent is CN(C=O)C (N,N-dimethylformamide). Conditions: time 12 hour. Yields the product FC1=C(C=CC(=C1)OC1=CC(=NC=C1)NC(=O)N1CCC(CC1)N1CCN(CC1)C)NC(=O)C1(CC1)C(=O)NC1=CC=C(C=C1)F (N-(2-Fluoro-4-{[2-({[4-(4-methylpiperazin-1-yl)piperidin-1-yl]carbonyl}amino)pyridin-4-yl]oxy}phenyl)-N′-(4-fluorophenyl)cyclopropane-1,1-dicarboxamide). Yield: 72.6%. RXN SMILES: [F:1][C:2]1[CH:3]=[C:4]([CH:31]=[CH:32][C:33]=1[NH:34][C:35]([C:37]1([C:40](=[O:49])[NH:41][C:42]2[CH:47]=[CH:46][C:45]([F:48])=[CH:44][CH:43]=2)[CH2:39][CH2:38]1)=[O:36])[O:5][C:6]1[CH:11]=[CH:10][N:9]=[C:8]([N:12](C(OC2C=CC=CC=2)=O)[C:13](=[O:21])OC2C=CC=CC=2)[CH:7]=1.[CH3:50][N:51]1[CH2:56][CH2:55][N:54]([CH:57]2[CH2:62][CH2:61][NH:60][CH2:59][CH2:58]2)[CH2:53][CH2:52]1>CN(C)C=O>[F:1][C:2]1[CH:3]=[C:4]([O:5][C:6]2[CH:11]=[CH:10][N:9]=[C:8]([NH:12][C:13]([N:60]3[CH2:59][CH2:58][CH:57]([N:54]4[CH2:53][CH2:52][N:51]([CH3:50])[CH2:56][CH2:55]4)[CH2:62][CH2:61]3)=[O:21])[CH:7]=2)[CH:31]=[CH:32][C:33]=1[NH:34][C:35]([C:37]1([C:40]([NH:41][C:42]2[CH:43]=[CH:44][C:45]([F:48])=[CH:46][CH:47]=2)=[O:49])[CH2:39][CH2:38]1)=[O:36]. Procedure details: To a solution of phenyl N-[4-(3-fluoro-4-{[1-(4-fluorophenylcarbamoyl)cyclopropanecarbonyl]amino}phenoxy)pyridin-2-yl]-N-phenoxycarbonylcarbamate (50.0 mg) in N,N-dimethylformamide (2.0 ml) was added 1-methyl-4-(piperidin-4-yl)piperazine (68.7 mg), followed by stirring at room temperature for 12 hr. The reaction mixture was partitioned between ethyl acetate and a 1N aqueous solution of sodium hydroxide. The organic layer was washed with brine, and dried over anhydrous sodium sulfate. The solvent...